This data is from the Open Reaction Database (ORD), a public repository of structured organic reaction records. The task is: describe an organic reaction: reactants, conditions, products, and yield Starting materials: CS(=O)(=O)OC (methyl methanesulfonate), N1=CC=CC=C1 (pyridine). The solvent is O1CCOCC1 (dioxane). The product is CS(=O)(=O)[O-].C[N+]1=CC=CC=C1 (N-methylpyridinium methanesulfonate). RXN SMILES: [CH3:1][S:2]([O:5]C)(=[O:4])=[O:3].[N:7]1[CH:12]=[CH:11][CH:10]=[CH:9][CH:8]=1>O1CCOCC1>[CH3:1][S:2]([O-:5])(=[O:4])=[O:3].[CH3:1][N+:7]1[CH:12]=[CH:11][CH:10]=[CH:9][CH:8]=1 |f:3.4|. Procedure: A 220.3 mg (2 millimole) quantity of methyl methanesulfonate and 158.2 mg (2millimole) of dry pyridine were dissolved in 80 ml of dry dioxane, and were heated under reflux for one hour to produce N-methylpyridinium methanesulfonate. To the salt was added 914 mg (2 millimole) or the p-methoxybenzyl ester of benzylpenicillin sulfoxide and the mixture was heated under reflux for 11 hours. At this time, a condensed solvent was passed through calcium oxide before the condensed solvent was returned to...